Dataset: the Open Reaction Database (ORD), a public repository of structured organic reaction records. Task: describe an organic reaction: reactants, conditions, products, and yield Reactants: CCN(C(C)C)C(C)C, FC(F)(F)c1nnc2ccc(Cl)nn12, Cl, Oc1ccc(C2CCNCC2)cc1, CN(C)C=O. Product: Oc1ccc(C2CCN(c3ccc4nnc(C(F)(F)F)n4n3)CC2)cc1. RXN SMILES: [CH:1]([N:2]([CH2:3][CH3:4])[CH:5]([CH3:6])[CH3:7])([CH3:8])[CH3:9].[Cl:10][c:11]1[cH:12][cH:13][c:14]2[n:15]([n:16]1)[c:17]([C:20]([F:21])([F:22])[F:23])[n:18][n:19]2.[ClH:24].[NH:25]1[CH2:26][CH2:27][CH:28]([c:31]2[cH:32][cH:33][c:34]([OH:37])[cH:35][cH:36]2)[CH2:29][CH2:30]1.[O:38]=[CH:39][N:40]([CH3:41])[CH3:42]>>[c:11]1([N:25]2[CH2:26][CH2:27][CH:28]([c:31]3[cH:32][cH:33][c:34]([OH:37])[cH:35][cH:36]3)[CH2:29][CH2:30]2)[cH:12][cH:13][c:14]2[n:15]([n:16]1)[c:17]([C:20]([F:21])([F:22])[F:23])[n:18][n:19]2.